This data is from the Open Reaction Database (ORD), a public repository of structured organic reaction records. The task is: describe an organic reaction: reactants, conditions, products, and yield The reactants are C(C)(C)(C)OC(C(C1=CC=CC=C1)NC(C1=C(C=CC=C1)SSC1=C(C=CC=C1)C(NC(C1=CC=CC=C1)C(=O)OC(C)(C)C)=O)=O)=O ((2-{2-[(tert-Butoxycarbonyl-phenyl-methyl)carbamoyl]-phenyldisulfanyl}-benzoylamino)phenyl-acetic acid tert-butyl ester), ClCCl (dichloromethane), FC(C(=O)O)(F)F (trifluoroacetic acid), crude product. Run in CCOCC.CCCCCC (ether hexane). Yields the product C(=O)(O)C(C1=CC=CC=C1)NC(=O)C1=C(C=CC=C1)SSC1=C(C(=O)NC(C(=O)O)C2=CC=CC=C2)C=CC=C1 ((2-{2-[(Carboxy-phenyl-methyl)-carbamoyl]phenyldisulfanyl}-benzoylamino)-phenyl-acetic acid). The yield is 42.5%. As a reaction SMILES: C([O:5][C:6](=[O:48])[CH:7]([NH:14][C:15](=[O:47])[C:16]1[CH:21]=[CH:20][CH:19]=[CH:18][C:17]=1[S:22][S:23][C:24]1[CH:29]=[CH:28][CH:27]=[CH:26][C:25]=1[C:30](=[O:46])[NH:31][CH:32]([C:39]([O:41]C(C)(C)C)=[O:40])[C:33]1[CH:38]=[CH:37][CH:36]=[CH:35][CH:34]=1)[C:8]1[CH:13]=[CH:12][CH:11]=[CH:10][CH:9]=1)(C)(C)C.ClCCl.FC(F)(F)C(O)=O>CCOCC.CCCCCC>[C:6]([CH:7]([NH:14][C:15]([C:16]1[CH:21]=[CH:20][CH:19]=[CH:18][C:17]=1[S:22][S:23][C:24]1[CH:29]=[CH:28][CH:27]=[CH:26][C:25]=1[C:30]([NH:31][CH:32]([C:33]1[CH:34]=[CH:35][CH:36]=[CH:37][CH:38]=1)[C:39]([OH:41])=[O:40])=[O:46])=[O:47])[C:8]1[CH:9]=[CH:10][CH:11]=[CH:12][CH:13]=1)([OH:48])=[O:5] |f:3.4|. Reported procedure: This compound was prepared according to the procedure described in Example 50 using [R-(R*,R*)] (2-{2-[(tert-butoxycarbonyl-phenyl-methyl)-carbamoyl]-phenyldisulfanyl}-benzoylamino)-phenyl-acetic acid tert-butyl ester (0.2 g, 0.3 mmol) from Example 38, 10 mL dichloromethane, and 10 mL trifluoroacetic acid. The crude product was stirred with ether/hexane and filtered to afford 73.0 mg of the title compound, mp 231°-232° C.